From a dataset of the Open Reaction Database (ORD), a public repository of structured organic reaction records. describe an organic reaction: reactants, conditions, products, and yield Solvent: C(Cl)(Cl)Cl (chloroform). As a reaction SMILES: [Br:1]Br.[CH3:3][O:4][C:5]([C:7]1[CH:16]=[CH:15][C:10]2[S:11][C:12]([CH3:14])=[CH:13][C:9]=2[CH:8]=1)=[O:6].C([O-])(=O)C.[Na+]>C(Cl)(Cl)Cl>[CH3:3][O:4][C:5]([C:7]1[CH:16]=[CH:15][C:10]2[S:11][C:12]([CH3:14])=[C:13]([Br:1])[C:9]=2[CH:8]=1)=[O:6] |f:2.3|. Run at time 2 hour. The product is COC(=O)C1=CC2=C(SC(=C2Br)C)C=C1 (3-bromo-2-methylbenzo[b]thiophene-5-carboxylic acid methyl ester). Isolated yield 60.3%. The reactants are BrBr (Bromine), COC(=O)C1=CC2=C(SC(=C2)C)C=C1 (2-methylbenzo[b]thiophene-5-carboxylic acid methyl ester), C(C)(=O)[O-].[Na+] (sodium acetate). Procedure details: Bromine (2.08 g) was added dropwise to a stirred mixture of 2-methylbenzo[b]thiophene-5-carboxylic acid methyl ester (2.40 g) and anhydrous sodium acetate (2.40 g) in chloroform (50 ml). The mixture was stirred for 2 hours at room temperature and then washed with water, sodium bicarbonate solution and dried (NaSO4). Evaporation of the chloroform gave a solid which was crystallised from methanol/water to give 3-bromo-2-methylbenzo[b]thiophene-5-carboxylic acid methyl ester (2.00 g), m.p. 84°-85°. Starting materials: [Cl-].COC[P+](C1=CC=CC=C1)(C1=CC=CC=C1)C1=CC=CC=C1 (methoxy methyl triphenyl phosphonium chloride), C[Si](C)(C)[N-][Si](C)(C)C.[K+] (KHMDS), C(=O)C1=CC=C(S1)OC1=CC=C(C#N)C=C1 (4-(5-formyl-thiophen-2-yloxy)-benzonitrile). Solvent: C1CCOC1 (THF), C1CCOC1 (THF). Reaction conditions: temperature -78 celsius, time 45 minute. Yields the product COC=CC1=CC=C(S1)OC1=CC=C(C#N)C=C1 (4-[5-(2-methoxy-vinyl)-thiophen-2-yloxy]-benzonitrile). As a reaction SMILES: [Cl-].[CH3:2][O:3][CH2:4][P+](C1C=CC=CC=1)(C1C=CC=CC=1)C1C=CC=CC=1.C[Si]([N-][Si](C)(C)C)(C)C.[K+].[CH:34]([C:36]1[S:40][C:39]([O:41][C:42]2[CH:49]=[CH:48][C:45]([C:46]#[N:47])=[CH:44][CH:43]=2)=[CH:38][CH:37]=1)=O>C1COCC1>[CH3:2][O:3][CH:4]=[CH:34][C:36]1[S:40][C:39]([O:41][C:42]2[CH:49]=[CH:48][C:45]([C:46]#[N:47])=[CH:44][CH:43]=2)=[CH:38][CH:37]=1 |f:0.1,2.3|. Reported procedure: Combine a solution of methoxy methyl triphenyl phosphonium chloride (358 mg, 1.047 mmol) in THF (3.6 mL) with a solution of KHMDS (0.5M in toluene, 2 mL, 1.047 mmol) at 0° C. for 20-40 min. Cool the resulting orange solution to about −78° C., then add a solution of 4-(5-formyl-thiophen-2-yloxy)-benzonitrile in THF (1 mL) dropwise over about 10 min. Stir at about −78° C. for 45 min, then allow the reaction mixture to warm to room temprature and quench with H2O (5 mL). Extract the reaction mixture... Reactants: CCOC(=O)C=P(c1ccccc1)(c1ccccc1)c1ccccc1, Cc1ccccc1, CN1C(=O)c2ccccc2C1O. The product is CCOC(=O)CC1c2ccccc2C(=O)N1C. Reaction SMILES: [CH2:1]([CH3:2])[O:3][C:4](=[O:5])[CH:6]=[P:7]([c:8]1[cH:9][cH:10][cH:11][cH:12][cH:13]1)([c:14]1[cH:15][cH:16][cH:17][cH:18][cH:19]1)[c:20]1[cH:21][cH:22][cH:23][cH:24][cH:25]1.[CH3:38][c:39]1[cH:40][cH:41][cH:42][cH:43][cH:44]1.[OH:26][CH:27]1[N:28]([CH3:37])[C:29](=[O:36])[c:30]2[cH:31][cH:32][cH:33][cH:34][c:35]21>>[CH2:1]([CH3:2])[O:3][C:4](=[O:5])[CH2:6][CH:27]1[N:28]([CH3:37])[C:29](=[O:36])[c:30]2[cH:31][cH:32][cH:33][cH:34][c:35]21. Starting materials: C(#N)[BH3-].[Na+] (sodium cyanoborohydride), Cl.NC1CCN(CC1)CCN1C(C=CC2=NC=C(C=C12)OC)=O (1-(2-(4-aminopiperidin-1-yl)ethyl)-7-methoxy-1,5-naphthyridin-2(1H)-one hydrochloride), C[O-].[Na+].CO (sodium methoxide methanol), FC=1C(=NC=C(C=O)C1)N1CCCC1 (5-fluoro-6-(pyrrolidin-1-yl)nicotinaldehyde), C(O)([O-])=O.[Na+] (sodium hydrogen carbonate). Run in CO (methanol), C(C)(=O)O (acetic acid), O (water), C(Cl)(Cl)Cl (chloroform). Run at time 20 minute. Yields the product FC=1C=C(C=NC1N1CCCC1)CNC1CCN(CC1)CCN1C(C=CC2=NC=C(C=C12)OC)=O (1-(2-(4-(((5-fluoro-6-(pyrrolidin-1-yl)pyridin-3-yl)methyl)amino)piperidin-1-yl)ethyl)-7-methoxy-1,5-naphthyridin-2(1H)-one). Yield: 39.1%. RXN SMILES: Cl.[NH2:2][CH:3]1[CH2:8][CH2:7][N:6]([CH2:9][CH2:10][N:11]2[C:20]3[C:15](=[N:16][CH:17]=[C:18]([O:21][CH3:22])[CH:19]=3)[CH:14]=[CH:13][C:12]2=[O:23])[CH2:5][CH2:4]1.C[O-].[Na+].CO.[F:29][C:30]1[C:31]([N:38]2[CH2:42][CH2:41][CH2:40][CH2:39]2)=[N:32][CH:33]=[C:34]([CH:37]=1)[CH:35]=O.C([BH3-])#N.[Na+].C(=O)([O-])O.[Na+]>CO.O.C(Cl)(Cl)Cl.C(O)(=O)C>[F:29][C:30]1[CH:37]=[C:34]([CH2:35][NH:2][CH:3]2[CH2:4][CH2:5][N:6]([CH2:9][CH2:10][N:11]3[C:20]4[C:15](=[N:16][CH:17]=[C:18]([O:21][CH3:22])[CH:19]=4)[CH:14]=[CH:13][C:12]3=[O:23])[CH2:7][CH2:8]2)[CH:33]=[N:32][C:31]=1[N:38]1[CH2:42][CH2:41][CH2:40][CH2:39]1 |f:0.1,2.3.4,6.7,8.9|. Procedure details: To a suspension of 0.20 g of 1-(2-(4-aminopiperidin-1-yl)ethyl)-7-methoxy-1,5-naphthyridin-2(1H)-one hydrochloride in 2 mL of methanol, 0.28 g of a 28% sodium methoxide/methanol solution, 94 mg of 5-fluoro-6-(pyrrolidin-1-yl)nicotinaldehyde and 28 μL of acetic acid were added. Then, 61 mg of sodium cyanoborohydride was added thereto, and the mixture was stirred at room temperature for 2 hours 20 minutes. To the reaction mixture, chloroform, a saturated aqueous sodium hydrogen carbonate solution ... The reactants are FC1=C(C(=CC=C1)F)NC(=O)C1CC=2C(=NC=CC2)N1C([C@H](C1CCOCC1)NC([C@H](C)N(C(OC(C)(C)C)=O)C)=O)=O (tert-butyl (2S)-1-((1S)-2-(2-(2,6-difluorophenylcarbamoyl)-2,3-dihydro-1H-pyrrolo[2,3-b]pyridin-1-yl)-2-oxo-1-(tetrahydropyran-4-yl)ethylamino)-1-oxopropan-2-yl(methyl)carbamate), C(=O)(C(F)(F)F)O (TFA). Solvent: C(Cl)Cl (DCM). Conditions: time 1 hour. Yields the product diethyl ether hexanes, FC1=C(C(=CC=C1)F)NC(=O)[C@@H]1CC=2C(=NC=CC2)N1C([C@H](C1CCOCC1)NC([C@H](C)NC)=O)=O ((S)-1-[(S)-2-((S)-2-methylamino-propionylamino)-2-(tetrahydropyran-4-yl)-acetyl]-2,3-dihydro-1H-pyrrolo[2,3-b]pyridine-2-carboxylic acid (2,6-difluoro-phenyl)-amide). Yield: 99.9%. Reaction SMILES: [F:1][C:2]1[CH:7]=[CH:6][CH:5]=[C:4]([F:8])[C:3]=1[NH:9][C:10]([CH:12]1[N:20]([C:21](=[O:43])[C@@H:22]([NH:29][C:30](=[O:42])[C@@H:31]([N:33](C)[C:34](=O)OC(C)(C)C)[CH3:32])[CH:23]2[CH2:28][CH2:27][O:26][CH2:25][CH2:24]2)[C:15]2=[N:16][CH:17]=[CH:18][CH:19]=[C:14]2[CH2:13]1)=[O:11].C(O)(C(F)(F)F)=O>C(Cl)Cl>[F:8][C:4]1[CH:5]=[CH:6][CH:7]=[C:2]([F:1])[C:3]=1[NH:9][C:10]([C@H:12]1[N:20]([C:21](=[O:43])[C@@H:22]([NH:29][C:30](=[O:42])[C@@H:31]([NH:33][CH3:34])[CH3:32])[CH:23]2[CH2:24][CH2:25][O:26][CH2:27][CH2:28]2)[C:15]2=[N:16][CH:17]=[CH:18][CH:19]=[C:14]2[CH2:13]1)=[O:11]. Procedure details: To a solution of tert-butyl (2S)-1-((1S)-2-(2-(2,6-difluorophenylcarbamoyl)-2,3-dihydro-1H-pyrrolo[2,3-b]pyridin-1-yl)-2-oxo-1-(tetrahydropyran-4-yl)ethylamino)-1-oxopropan-2-yl(methyl)carbamate (54 mg, 89.8 μmol, Eq: 1.00) in DCM (1 mL) was added TFA (1 mL, 13.0 mmol, Eq: 145) and the resulting solution was stirred at rt for 1 h. The reaction mixture was concentrated in vacuo and the residue was treated with saturated aqueous NaHCO3 (10 mL). The resulting mixture was extracted with DCM (2×10 mL... As a reaction SMILES: [CH3:1][O:2][C:3]([C:5]1([C:10]([OH:12])=[O:11])[CH2:7][CH:6]1[CH:8]=[CH2:9])=[O:4].[CH3:13][O:14][Si:15]([CH2:20][CH2:21][CH2:22][O:23][CH2:24][CH:25]1[O:27][CH2:26]1)([O:18][CH3:19])[O:16][CH3:17].Cl([O-])(=O)(=O)=O.[Li+]>ClCCl>[OH:27][CH:25]([CH2:24][O:23][CH2:22][CH2:21][CH2:20][Si:15]([O:14][CH3:13])([O:16][CH3:17])[O:18][CH3:19])[CH2:26][O:12][C:10]([C:5]1([C:3]([O:2][CH3:1])=[O:4])[CH2:7][CH:6]1[CH:8]=[CH2:9])=[O:11] |f:2.3|. The product is OC(COC(=O)C1(C(C1)C=C)C(=O)OC)COCCC[Si](OC)(OC)OC (1-methoxycarbonyl-2-vinvlcyclopropane-1-carboxylic acid-[2-hydroxy-3-(3-trimethoxysilylpropoxy)propyl]ester). Procedure: A mixture of 10.0 g (58 mmol) 1-methoxycarbonyl-2-vinylcyclopropane carboxylic acid, 14.0 g trimethoxysilylpropylglycidyl-ether and 100 mg lithium perchlorate in 20 ml dichloromethane were stirred at room temperature for 15 days. After removal of solvent in vacuo, 20 g (83% yield) of a clear, yellow viscous liquid remained. The reactants are COC(=O)C1(C(C1)C=C)C(=O)O (1-methoxycarbonyl-2-vinylcyclopropane carboxylic acid), CO[Si](OC)(OC)CCCOCC1CO1 (trimethoxysilylpropylglycidyl-ether), Cl(=O)(=O)(=O)[O-].[Li+] (lithium perchlorate). The yield is 83.0%. Conditions: time 15 day. The solvent is ClCCl (dichloromethane).